Task: describe an organic reaction: reactants, conditions, products, and yield. Dataset: the Open Reaction Database (ORD), a public repository of structured organic reaction records Reactants: CC(C)Br, CS(C)=O, [K+], Nc1cc(Cl)nc(SCc2cccc(O)c2)n1, [OH-]. Product: CC(C)Oc1cccc(CSc2nc(N)cc(Cl)n2)c1. RXN SMILES: [Br:20][CH:21]([CH3:22])[CH3:23].[CH3:24][S:25]([CH3:26])=[O:27].[K+:19].[NH2:1][c:2]1[n:3][c:4]([S:9][CH2:10][c:11]2[cH:12][c:13]([OH:17])[cH:14][cH:15][cH:16]2)[n:5][c:6]([Cl:8])[cH:7]1.[OH-:18]>>[NH2:1][c:2]1[n:3][c:4]([S:9][CH2:10][c:11]2[cH:12][c:13]([O:17][CH:21]([CH3:22])[CH3:23])[cH:14][cH:15][cH:16]2)[n:5][c:6]([Cl:8])[cH:7]1. Reactants: S(=O)(Cl)Cl (Thionyl chloride), C(C)OC1=CC=C(CO)C=C1 (4-ethoxybenzyl alcohol), CN(C)C=O (DMF). Solvent: C(Cl)Cl (CH2Cl2), C(Cl)Cl (CH2Cl2). Run at time 7.5 minute. Yields the product C(C)OC1=CC=C(CCl)C=C1 (4-Ethoxybenzyl Chloride). Reaction SMILES: S(Cl)([Cl:3])=O.[CH2:5]([O:7][C:8]1[CH:15]=[CH:14][C:11]([CH2:12]O)=[CH:10][CH:9]=1)[CH3:6].CN(C=O)C>C(Cl)Cl>[CH2:5]([O:7][C:8]1[CH:15]=[CH:14][C:11]([CH2:12][Cl:3])=[CH:10][CH:9]=1)[CH3:6]. Procedure: Thionyl chloride (10.4 g, 87.7 mmol) was added dropwise to a 0° C. solution of 4-ethoxybenzyl alcohol (11.0 g, 72.4 mmol) in dry CH2Cl2 (150 mL) with a catalytic amount of DMF (1 mL). Upon addition, reaction was allowed to stir for 5-10 minutes, while monitoring through TLC (CH2Cl2) for completion. Reaction mixture was concentrated under reduced pressure and the residue dissolved in minimal THF and then precipitated in cold H2O to yield a white precipitate. The solid was collected, taken up in C... The reactants are SC1(CCOCC1)C1=CC(=CC=C1)OCC1=CC2=CC=CC=C2C=C1 (4-mercapto-4-[3-(naphth-2-ylmethoxy)phenyl]tetrahydropyran), C(C)(C)I (isopropyl iodide). Product: C(C)(C)SC1(CCOCC1)C1=CC(=CC=C1)OCC1=CC2=CC=CC=C2C=C1 (4-isopropylthio-4-[3-(naphth-2-ylmethoxy)phenyl]tetrahydropyran). Yield: 67.0%. RXN SMILES: [SH:1][C:2]1([C:8]2[CH:13]=[CH:12][CH:11]=[C:10]([O:14][CH2:15][C:16]3[CH:25]=[CH:24][C:23]4[C:18](=[CH:19][CH:20]=[CH:21][CH:22]=4)[CH:17]=3)[CH:9]=2)[CH2:7][CH2:6][O:5][CH2:4][CH2:3]1.[CH:26](I)([CH3:28])[CH3:27]>>[CH:26]([S:1][C:2]1([C:8]2[CH:13]=[CH:12][CH:11]=[C:10]([O:14][CH2:15][C:16]3[CH:25]=[CH:24][C:23]4[C:18](=[CH:19][CH:20]=[CH:21][CH:22]=4)[CH:17]=3)[CH:9]=2)[CH2:7][CH2:6][O:5][CH2:4][CH2:3]1)([CH3:28])[CH3:27]. Reported procedure: Using a similar procedure to that described in Example 1, 4-mercapto-4-[3-(naphth-2-ylmethoxy)phenyl]tetrahydropyran was reacted with isopropyl iodide to give 4-isopropylthio-4-[3-(naphth-2-ylmethoxy)phenyl]tetrahydropyran in 67% yield, as an oil. The reactants are CCCCCC.C(C)(=O)OCC (hexane ethyl acetate), N1C=CC2=CC=CC(=C12)O (indol-7-ol), CN=C=O (methyl isocyanate), CCCCCCC=CCCC (undec-7-ene). Solvent: C(Cl)Cl (CH2Cl2). Product: CNC(OC=1C=CC=C2C=CNC12)=O (indol-7-yl methylcarbamate). As a reaction SMILES: [NH:1]1[C:9]2[C:4](=[CH:5][CH:6]=[CH:7][C:8]=2[OH:10])[CH:3]=[CH:2]1.CCCCCCC=CCCC.[CH3:22][N:23]=[C:24]=[O:25].CCCCCC.C(OCC)(=O)C>C(Cl)Cl>[CH3:22][NH:23][C:24](=[O:25])[O:10][C:8]1[CH:7]=[CH:6][CH:5]=[C:4]2[C:9]=1[NH:1][CH:2]=[CH:3]2 |f:3.4|. Reported procedure: 3-(N-Cyclopropyl)amino-4-methyl-1,2,3,4-tetrahydrocyclopent b!indol-7-ol (2.2 g) was dissolved in CH2Cl2 (200 ml) with 1,8-diazabicyclo 5.4.0!undec-7-ene (DBU; 0.21 g) and the solution was cooled to 0° C. A solution of methyl isocyanate (0.52 g in 30 ml CH2Cl2) was added slowly to the cooled solution and the reaction was monitored by thin layer chromatography (silica gel, 1:1 hexane/ethyl acetate). After warming to room temperature, the mixture was washed successively with water (2×100 ml), brin... Starting materials: FC1=CC=C(C=C1)CCCC (p-fluorophenyl-butane), ClC1=CC2=C(N(C(N2)=O)C2CCNCC2)C=C1 (5-chloro-1-(4-piperidyl)-2-benzimidazolinone), C([O-])(O)=O.[Na+] (sodium bicarbonate). The solvent is C(C)O (ethanol). Yields the product ClC1=CC2=C(N(C(N2)=O)C2CCN(CC2)CCCC(C2=CC=C(C=C2)F)C2=CC=C(C=C2)F)C=C1 (5-chloro-1{1-[4,4-bis(p-fluorophenyl)butyl]-4-piperidyl}-2-benzimidazolinone). As a reaction SMILES: [F:1][C:2]1[CH:7]=[CH:6][C:5]([CH2:8][CH2:9][CH2:10][CH3:11])=[CH:4][CH:3]=1.[Cl:12][C:13]1[CH:28]=[CH:27][C:16]2[N:17]([CH:21]3[CH2:26][CH2:25][NH:24][CH2:23][CH2:22]3)[C:18](=[O:20])[NH:19][C:15]=2[CH:14]=1.C(=O)(O)[O-].[Na+]>C(O)C>[Cl:12][C:13]1[CH:28]=[CH:27][C:16]2[N:17]([CH:21]3[CH2:22][CH2:23][N:24]([CH2:11][CH2:10][CH2:9][CH:8]([C:5]4[CH:6]=[CH:7][C:2]([F:1])=[CH:3][CH:4]=4)[C:5]4[CH:6]=[CH:7][C:2]([F:1])=[CH:3][CH:4]=4)[CH2:25][CH2:26]3)[C:18](=[O:20])[NH:19][C:15]=2[CH:14]=1 |f:2.3|. Procedure: A mixture of 5 parts of 1-chloro-4,4-bis(p-fluorophenyl-butane 3.8 parts of 5-chloro-1-(4-piperidyl)-2-benzimidazolinone, 1.4 parts of sodium bicarbonate and 80 parts of absolute ethanol is stirred and refluxed for 24 hours. The reaction mixture is evaporated. Water and toluene are added to the residue and the whole is shaken vigorously. The layers are separated and the toluene layer is dried, filtered and evaporated. The oily residue is purified by column-chromatography over silicagel, using a ... Yields the product FC=1C=NN(C1)C1(CC1)C#N (1-(4-fluoro-1H-pyrazol-1-yl)cyclopropanecarbonitrile). Reported procedure: Sodium hydride (1.26 g, 52.75 mmol, 60% oil dispersion) was washed with petroleum ether under a nitrogen atmosphere. The supernatant was removed after the solids settled. Then a solution of 2-(4-fluoro-1H-pyrazol-1-yl)acetonitrile (1.1 g, 8.79 mmol) and 1,2-dibromoethane (2.28 mL, 26.37 mmol) in dimethylsulfoxide (90 mL) was added at 0° C. over a period of 40 min. The reaction mixture was stirred at room temperature for 6 h. A saturated aqueous solution of ammonium chloride was added and the mix... As a reaction SMILES: [H-].[Na+].[F:3][C:4]1[CH:5]=[N:6][N:7]([CH2:9][C:10]#[N:11])[CH:8]=1.Br[CH2:13][CH2:14]Br.[Cl-].[NH4+]>CS(C)=O>[F:3][C:4]1[CH:5]=[N:6][N:7]([C:9]2([C:10]#[N:11])[CH2:14][CH2:13]2)[CH:8]=1 |f:0.1,4.5|. Reaction conditions: time 6 hour. The reactants are [Cl-].[NH4+] (ammonium chloride), [H-].[Na+] (Sodium hydride), FC=1C=NN(C1)CC#N (2-(4-fluoro-1H-pyrazol-1-yl)acetonitrile), BrCCBr (1,2-dibromoethane). Solvent: petroleum ether, CS(=O)C (dimethylsulfoxide). Isolated yield 22.6%. Reactants: [Si](C)(C)(C(C)(C)C)OCC(C)(C)C=1C=C(C(=NC1)F)B(O)O (5-(1-(tert-butyldimethylsilyloxy)-2-methylpropan-2-yl)-2-fluoropyridin-3-ylboronic acid), ClC1=NC(=NC(=N1)C)N (4-chloro-6-methyl-1,3,5-triazin-2-amine), C(C)(=O)[O-].[K+] (potassium acetate). Reagents/catalysts: CC(C)(C)P(C1=CC=C(C=C1)N(C)C)C(C)(C)C.CC(C)(C)P(C1=CC=C(C=C1)N(C)C)C(C)(C)C.Cl[Pd]Cl (bis(di-tert-butyl(4-dimethylaminophenyl)phosphine)dichloropalladium(II)). The solvent is O1CCOCC1 (dioxane), O (water). Conditions: temperature 100 celsius, time 2 hour. The product is [Si](C)(C)(C(C)(C)C)OCC(C)(C)C=1C=C(C(=NC1)F)C1=NC(=NC(=N1)C)N (4-(5-(1-(tert-butyldimethylsilyloxy)-2-methylpropan-2-yl)-2-fluoropyridin-3-yl)-6-methyl-1,3,5-triazin-2-amine). The yield is 34.4%. Reaction SMILES: [Si:1]([O:8][CH2:9][C:10]([C:13]1[CH:14]=[C:15](B(O)O)[C:16]([F:19])=[N:17][CH:18]=1)([CH3:12])[CH3:11])([C:4]([CH3:7])([CH3:6])[CH3:5])([CH3:3])[CH3:2].Cl[C:24]1[N:29]=[C:28]([CH3:30])[N:27]=[C:26]([NH2:31])[N:25]=1.C([O-])(=O)C.[K+]>O1CCOCC1.O.CC(P(C(C)(C)C)C1C=CC(N(C)C)=CC=1)(C)C.CC(P(C(C)(C)C)C1C=CC(N(C)C)=CC=1)(C)C.Cl[Pd]Cl>[Si:1]([O:8][CH2:9][C:10]([C:13]1[CH:14]=[C:15]([C:24]2[N:29]=[C:28]([CH3:30])[N:27]=[C:26]([NH2:31])[N:25]=2)[C:16]([F:19])=[N:17][CH:18]=1)([CH3:12])[CH3:11])([C:4]([CH3:7])([CH3:6])[CH3:5])([CH3:3])[CH3:2] |f:2.3,6.7.8|. Reported procedure: A yellow solution of 5-(1-(tert-butyldimethylsilyloxy)-2-methylpropan-2-yl)-2-fluoropyridin-3-ylboronic acid (177 mg, 0.541 mmol), 4-chloro-6-methyl-1,3,5-triazin-2-amine (Example 9; 78 mg, 0.541 mmol), bis(di-tert-butyl(4-dimethylaminophenyl)phosphine)dichloropalladium(II) (Aldrich, St. Louis, Mo.; 19.15 mg, 0.027 mmol), and potassium acetate (159 mg, 1.622 mmol) in a mixture of dioxane (4.0 mL) and water (1.0 mL) was stirred under argon at 100° C. for 2 h. The yellow reaction mixture was subse... Procedure details: In close analogy to the procedure described above, 2-(4-chloro-phenyl)-ethylamine is reacted with acetic anhydride to provide the title compound. Starting materials: ClC1=CC=C(C=C1)CCN (2-(4-chloro-phenyl)-ethylamine), C(C)(=O)OC(C)=O (acetic anhydride). Yields the product ClC1=CC=C(C=C1)CCNC(C)=O (N-[2-(4-Chloro-phenyl)-ethyl]-acetamide). As a reaction SMILES: [Cl:1][C:2]1[CH:7]=[CH:6][C:5]([CH2:8][CH2:9][NH2:10])=[CH:4][CH:3]=1.[C:11](OC(=O)C)(=[O:13])[CH3:12]>>[Cl:1][C:2]1[CH:7]=[CH:6][C:5]([CH2:8][CH2:9][NH:10][C:11](=[O:13])[CH3:12])=[CH:4][CH:3]=1.